From a dataset of the Open Reaction Database (ORD), a public repository of structured organic reaction records. describe an organic reaction: reactants, conditions, products, and yield Reactants: [Ag+], CO, Cc1cc2c(cc1CC1(c3sccc3S(=O)(=O)Nc3onc(C)c3Cl)SCCCS1)COC2, O=[N+]([O-])[O-], C1CCOC1, O. Product: Cc1cc2c(cc1CC(=O)c1sccc1S(=O)(=O)Nc1onc(C)c1Cl)COC2. Reaction SMILES: [Ag+:41].[CH3:34][OH:35].[Cl:1][c:2]1[c:3]([CH3:33])[n:4][o:5][c:6]1[NH:7][S:8](=[O:9])(=[O:10])[c:11]1[c:12]([C:16]2([CH2:22][c:23]3[cH:24][c:25]4[c:26]([cH:30][c:31]3[CH3:32])[CH2:27][O:28][CH2:29]4)[S:17][CH2:18][CH2:19][CH2:20][S:21]2)[s:13][cH:14][cH:15]1.[N+:37]([O-:38])([O-:39])=[O:40].[O:42]1[CH2:43][CH2:44][CH2:45][CH2:46]1.[OH2:36]>>[Cl:1][c:2]1[c:3]([CH3:33])[n:4][o:5][c:6]1[NH:7][S:8](=[O:9])(=[O:10])[c:11]1[c:12]([C:16]([CH2:22][c:23]2[cH:24][c:25]3[c:26]([cH:30][c:31]2[CH3:32])[CH2:27][O:28][CH2:29]3)=[O:35])[s:13][cH:14][cH:15]1. Reactants: acid, NC1=C(OC2=CC(=NN2CC)C=2C=C(C#N)C=CC2)C=CC(=C1)F (3-[5-(2-amino-4-fluorophenoxy)-1-ethyl-1H-pyrazol-3-yl]benzonitrile), N(=O)[O-].[Na+] (Sodium nitrite). Solvent: O (water), Cl (HCl). Reaction conditions: temperature 22 celsius, time 1 hour. The product is C(C)N1N=C(C=C1OC1=CC=C(C=C1)F)C=1C=C(C#N)C=CC1 (3-[1-ethyl-5-(4-fluorophenoxy)-1H-pyrazol-3-yl]benzonitrile). Reaction SMILES: N[C:2]1[CH:23]=[C:22]([F:24])[CH:21]=[CH:20][C:3]=1[O:4][C:5]1[N:9]([CH2:10][CH3:11])[N:8]=[C:7]([C:12]2[CH:13]=[C:14]([CH:17]=[CH:18][CH:19]=2)[C:15]#[N:16])[CH:6]=1.N([O-])=O.[Na+]>Cl.O>[CH2:10]([N:9]1[C:5]([O:4][C:3]2[CH:2]=[CH:23][C:22]([F:24])=[CH:21][CH:20]=2)=[CH:6][C:7]([C:12]2[CH:13]=[C:14]([CH:17]=[CH:18][CH:19]=2)[C:15]#[N:16])=[N:8]1)[CH3:11] |f:1.2|. Procedure: 3-[5-(2-amino-4-fluorophenoxy)-1-ethyl-1H-pyrazol-3-yl]benzonitrile (0.25 g, 0.78 mmol, 1 equiv) was dissolved in a mixture of 1:1 36% aq HCl: 50% aq hypophosphoric (12.7 mL) acid and then cooled to −5° C. Sodium nitrite (3 M in water, 0.27 g, 3.88 mmol, 5 equiv) was added dropwise. The resulting mixture was warmed to 22° C. and stirred for 1 hr. The mixture was then diluted with water and extracted with ethyl acetate. The organic layer was washed with saturated aqueous sodium chloride then drie... Reactants: FC1=C(C(=CC(=C1)F)F)C1=CC=[N+](C2=CC=C(C=C12)C(=O)OC)[O-] (methyl 4-(2,4,6-trifluorophenyl)quinoline-6-carboxylate 1-oxide), P(=O)(Cl)(Cl)Cl (phosphoryl chloride). Run at temperature 100 celsius, time 2 hour. The product is ClC1=NC2=CC=C(C=C2C(=C1)C1=C(C=C(C=C1F)F)F)C(=O)OC (methyl 2-chloro-4-(2,4,6-trifluorophenyl)quinoline-6-carboxylate). As a reaction SMILES: [F:1][C:2]1[CH:7]=[C:6]([F:8])[CH:5]=[C:4]([F:9])[C:3]=1[C:10]1[C:19]2[C:14](=[CH:15][CH:16]=[C:17]([C:20]([O:22][CH3:23])=[O:21])[CH:18]=2)[N+:13]([O-])=[CH:12][CH:11]=1.P(Cl)(Cl)([Cl:27])=O>>[Cl:27][C:12]1[CH:11]=[C:10]([C:3]2[C:2]([F:1])=[CH:7][C:6]([F:8])=[CH:5][C:4]=2[F:9])[C:19]2[C:14](=[CH:15][CH:16]=[C:17]([C:20]([O:22][CH3:23])=[O:21])[CH:18]=2)[N:13]=1. Reported procedure: A mixture of methyl 4-(2,4,6-trifluorophenyl)quinoline-6-carboxylate 1-oxide (1.3 g) and phosphoryl chloride (10 mL) was heated under stirring in an oil bath at 100° C. for 2 hours. The reaction mixture was concentrated under reduced pressure, and the resulting residue was diluted with water, and then extracted with ethyl acetate. The organic layer was concentrated under reduced pressure, and the resulting residue was purified under silica gel column chromatography (hexane/ethyl acetate) to obta... Product: COC(=O)c1cnc(N)c(N)c1. Starting materials: CO, [H][H], COC(=O)c1cnc(N)c([N+](=O)[O-])c1. As a reaction SMILES: [CH3:17][OH:18].[H:15][H:16].[NH2:1][c:2]1[n:3][cH:4][c:5]([C:6](=[O:7])[O:8][CH3:9])[cH:10][c:11]1[N+:12]([O-:13])=[O:14]>>[NH2:1][c:2]1[n:3][cH:4][c:5]([C:6](=[O:7])[O:8][CH3:9])[cH:10][c:11]1[NH2:12]. Starting materials: C[O-].[Na+] (sodium methoxide), [Na] (sodium), COC(CCCCCCCC(CCC(C(OC)OC)=O)=O)=O (13,13-dimethoxy-9,12-dioxotridecanoic acid methyl ester), mixture. The solvent is CO (methanol), CO (methanol). Yields the product COC(CCCCCCC1=C(CCC1=O)C(OC)OC)=O (7-(2-Dimethoxymethyl-5-oxo-1-cyclopenten-1-yl)-heptanoic acid methyl ester). RXN SMILES: C[O-].[Na+].[Na].[CH3:5][O:6][C:7](=[O:26])[CH2:8][CH2:9][CH2:10][CH2:11][CH2:12][CH2:13][CH2:14][C:15](=[O:25])[CH2:16][CH2:17][C:18](=O)[CH:19]([O:22][CH3:23])[O:20][CH3:21]>CO>[CH3:5][O:6][C:7](=[O:26])[CH2:8][CH2:9][CH2:10][CH2:11][CH2:12][CH2:13][C:14]1[C:15](=[O:25])[CH2:16][CH2:17][C:18]=1[CH:19]([O:22][CH3:23])[O:20][CH3:21] |f:0.1,^1:3|. Procedure details: To a solution of sodium methoxide in methanol, prepared from 0.52 g of sodium and 90 ml of methanol, were added 5.68 g of a mixture containing about 5.28 g of 13,13-dimethoxy-9,12-dioxotridecanoic acid methyl ester. Reactants: B, C1CCOC1, C1CCOC1, Cc1c(Cl)cccc1C(=O)O, Cl. Product: Cc1c(Cl)cccc1CO. Reaction SMILES: [BH3:12].[CH2:13]1[O:14][CH2:15][CH2:16][CH2:17]1.[CH2:19]1[O:20][CH2:21][CH2:22][CH2:23]1.[Cl:1][c:2]1[c:3]([CH3:11])[c:4]([C:5](=[O:6])[OH:7])[cH:8][cH:9][cH:10]1.[ClH:18]>>[Cl:1][c:2]1[c:3]([CH3:11])[c:4]([CH2:5][OH:6])[cH:8][cH:9][cH:10]1. The reactants are C(C)OC(CCCOC1=C(C(=CC=C1)CCCCCCOC=1C=C(C=C(C1)OCC)C1=CC=C(C=C1)F)CCC(=O)OCC)=O (4-[2-(2-ethoxycarbonyl-ethyl)-3-[6-(5-ethoxy-4′-fluoro-biphenyl-3-yloxy)-hexyl]-phenoxy]-butyric acid ethyl ester), [OH-].[Na+] (sodium hydroxide). The product is C(=O)(O)CCC1=C(OCCCC(=O)O)C=CC=C1CCCCCCOC=1C=C(C=C(C1)OCC)C1=CC=C(C=C1)F (4-[2-(2-carboxy-ethyl)-3-[6-(5-ethoxy-4′-fluoro-biphenyl-3-yloxy)-hexyl]-phenoxy]-butyric acid). Isolated yield 99.3%. As a reaction SMILES: C([O:3][C:4](=[O:45])[CH2:5][CH2:6][CH2:7][O:8][C:9]1[CH:14]=[CH:13][CH:12]=[C:11]([CH2:15][CH2:16][CH2:17][CH2:18][CH2:19][CH2:20][O:21][C:22]2[CH:23]=[C:24]([C:31]3[CH:36]=[CH:35][C:34]([F:37])=[CH:33][CH:32]=3)[CH:25]=[C:26]([O:28][CH2:29][CH3:30])[CH:27]=2)[C:10]=1[CH2:38][CH2:39][C:40]([O:42]CC)=[O:41])C.[OH-].[Na+]>>[C:40]([CH2:39][CH2:38][C:10]1[C:11]([CH2:15][CH2:16][CH2:17][CH2:18][CH2:19][CH2:20][O:21][C:22]2[CH:23]=[C:24]([C:31]3[CH:32]=[CH:33][C:34]([F:37])=[CH:35][CH:36]=3)[CH:25]=[C:26]([O:28][CH2:29][CH3:30])[CH:27]=2)=[CH:12][CH:13]=[CH:14][C:9]=1[O:8][CH2:7][CH2:6][CH2:5][C:4]([OH:45])=[O:3])([OH:42])=[O:41] |f:1.2|. Procedure: A similar procedure as described in Example 43, step 5 was used, starting from 4-[2-(2-ethoxycarbonyl-ethyl)-3-[6-(5-ethoxy-4′-fluoro-biphenyl-3-yloxy)-hexyl]-phenoxy]-butyric acid ethyl ester (150 mg, 0.24 mmol) and 1.0 N aqueous sodium hydroxide (2.4 mL) to afford 4-[2-(2-carboxy-ethyl)-3-[6-(5-ethoxy-4′-fluoro-biphenyl-3-yloxy)-hexyl]-phenoxy]-butyric acid (135 mg, 99%) as a light brown waxy solid: ES(+)-HRMS m/e calcd for C33H39FO7 (M+Na)+ 589.2572. found 589.2573. The reactants are CC1Nc2cc(Br)ccc2NC1=O, O=C([O-])[O-], COCCOC, CCO, OB(O)c1ccc(Cl)cc1, [K+], [K+], O. The product is CC1Nc2cc(-c3ccc(Cl)cc3)ccc2NC1=O. Reaction SMILES: [Br:1][c:2]1[cH:3][c:4]2[c:9]([cH:10][cH:11]1)[NH:8][C:7](=[O:12])[CH:6]([CH3:13])[NH:5]2.[C:24](=[O:25])([O-:26])[O-:27].[CH2:30]([CH2:31][O:32][CH3:33])[O:34][CH3:35].[CH3:36][CH2:37][OH:38].[Cl:14][c:15]1[cH:16][cH:17][c:18]([B:21]([OH:22])[OH:23])[cH:19][cH:20]1.[K+:28].[K+:29].[OH2:39]>>[c:2]1(-[c:18]2[cH:17][cH:16][c:15]([Cl:14])[cH:20][cH:19]2)[cH:3][c:4]2[c:9]([cH:10][cH:11]1)[NH:8][C:7](=[O:12])[CH:6]([CH3:13])[NH:5]2. Starting materials: O1C=C(C=C1)CN1C=C(C2=CC(=CC=C12)OC)C1CCNCC1 (1-furan-3-ylmethyl-5-methoxy-3-piperidin-4-yl-1H-indole), COC(C1=CC(=CC=C1)CBr)=O (3-bromomethyl-benzoic acid methyl ester). The product is O1C=C(C=C1)CN1C=C(C2=CC(=CC=C12)OC)C1CCN(CC1)CC=1C=C(C(=O)O)C=CC1 (3-[4-(1-furan-3-ylmethyl-5-methoxy-1H-indol-3-yl)-piperidin-1-ylmethyl]-benzoic acid). RXN SMILES: [O:1]1[CH:5]=[CH:4][C:3]([CH2:6][N:7]2[C:15]3[C:10](=[CH:11][C:12]([O:16][CH3:17])=[CH:13][CH:14]=3)[C:9]([CH:18]3[CH2:23][CH2:22][NH:21][CH2:20][CH2:19]3)=[CH:8]2)=[CH:2]1.C[O:25][C:26](=[O:35])[C:27]1[CH:32]=[CH:31][CH:30]=[C:29]([CH2:33]Br)[CH:28]=1>>[O:1]1[CH:5]=[CH:4][C:3]([CH2:6][N:7]2[C:15]3[C:10](=[CH:11][C:12]([O:16][CH3:17])=[CH:13][CH:14]=3)[C:9]([CH:18]3[CH2:23][CH2:22][N:21]([CH2:33][C:29]4[CH:28]=[C:27]([CH:32]=[CH:31][CH:30]=4)[C:26]([OH:35])=[O:25])[CH2:20][CH2:19]3)=[CH:8]2)=[CH:2]1. Reported procedure: This compound was prepared following the procedure described in example 13 (part D) starting with 3.7 g (11.9 mmol) of 1-furan-3-ylmethyl-5-methoxy-3-piperidin-4-yl-1H-indole (example 92, part B) and 3 g (13 mmol) of 3-bromomethyl-benzoic acid methyl ester. After standard work-up, 2.4 g (45% of yield) of the expected acid were obtained. In this case a p-tolensulfonate derivative salt was prepared affording 2.9 g of white solid. Run in C(C)#N (acetonitrile). Procedure details: 15.5 ml (16.5 g) of thiophenol are added to a suspension of 9.35 g of 2-methylsulphinyl-4-amino-5-cyanothiazole, prepared according to example I, in 250 ml of acetonitrile, while stirring. After stirring at room temperature for another 30 minutes and leaving to stand overnight, the mixture is filtered with charcoal, after which the filtrate is evaporated. The residue is taken up in methylene chloride, after which the resulting solution is washed, successively with 2N sodium hydroxide solution an... Run at time 8 hour. The product is C1(=CC=CC=C1)SC=1SC(=C(N1)N)C#N (2-phenylthio-4-amino-5-cyanothiazole). As a reaction SMILES: [C:1]1([SH:7])[CH:6]=[CH:5][CH:4]=[CH:3][CH:2]=1.CS([C:11]1[S:12][C:13]([C:17]#[N:18])=[C:14]([NH2:16])[N:15]=1)=O>C(#N)C>[C:1]1([S:7][C:11]2[S:12][C:13]([C:17]#[N:18])=[C:14]([NH2:16])[N:15]=2)[CH:6]=[CH:5][CH:4]=[CH:3][CH:2]=1. Starting materials: C1(=CC=CC=C1)S (thiophenol), CS(=O)C=1SC(=C(N1)N)C#N (2-methylsulphinyl-4-amino-5-cyanothiazole).